This data is from the Open Reaction Database (ORD), a public repository of structured organic reaction records. The task is: describe an organic reaction: reactants, conditions, products, and yield Procedure: To a stirred solution of sodium dihydrogenphosphate dihydrate (788 mg) and 2-methyl-2-butene (885 mg) in tert-butanol (12 ml) and water (3 ml) was added 8-benzyloxy-4-formyl-2-methylquinoline (700 mg) and sodium chloride (79% purity, 457 mg) successively at ambient temperature. After being stirred for one and half an hour, the reaction was quenched with water (12 ml), then the pH of the mixture was adjusted to about 3-4 by addition of 1N hydrochloric acid. The mixture was extracted with chlorofo... The solvent is C(C)(C)(C)O (tert-butanol), O (water). RXN SMILES: [OH2:1].O.P([O-])(O)(O)=O.[Na+].CC(=CC)C.[CH2:14]([O:21][C:22]1[CH:23]=[CH:24][CH:25]=[C:26]2[C:31]=1[N:30]=[C:29]([CH3:32])[CH:28]=[C:27]2[CH:33]=[O:34])[C:15]1[CH:20]=[CH:19][CH:18]=[CH:17][CH:16]=1.[Cl-].[Na+]>C(O)(C)(C)C.O>[CH2:14]([O:21][C:22]1[CH:23]=[CH:24][CH:25]=[C:26]2[C:31]=1[N:30]=[C:29]([CH3:32])[CH:28]=[C:27]2[C:33]([OH:1])=[O:34])[C:15]1[CH:20]=[CH:19][CH:18]=[CH:17][CH:16]=1 |f:0.1.2.3,6.7|. Yields the product C(C1=CC=CC=C1)OC=1C=CC=C2C(=CC(=NC12)C)C(=O)O (8-benzyloxy-4-carboxy-2-methylquinoline). The reactants are O.O.P(=O)(O)(O)[O-].[Na+] (sodium dihydrogenphosphate dihydrate), CC(C)=CC (2-methyl-2-butene), C(C1=CC=CC=C1)OC=1C=CC=C2C(=CC(=NC12)C)C=O (8-benzyloxy-4-formyl-2-methylquinoline), [Cl-].[Na+] (sodium chloride). The yield is 98.5%. Procedure details: A 3-necked 3 L round bottomed flask equipped with overhead stirrer, temperature probe, and nitrogen inlet was charged with 100 grams (0.387 mol) of 2-(3,4-dichloro-phenylamino)-ethanethiol hydrochloride and 1 L of 2B-ethanol. To the resulting suspension was charged 76 grams (1.35 mol, 3.5 equivalents) of potassium hydroxide. The addition resulted in a temperature increase to approximately 35° C. This suspension was stirred at room temperature for 15-20 minutes, then cooled to 5-10° C. and treate... The solvent is 2B-ethanol. Yield: 56.7%. Reactants: BrCC(=O)O (bromoacetic acid), C(C)(=O)OC(C)=O (acetic anhydride), Cl.ClC=1C=C(C=CC1Cl)NCCS (2-(3,4-dichloro-phenylamino)-ethanethiol hydrochloride), 2B-ethanol, [OH-].[K+] (potassium hydroxide). Product: ClC=1C=C(C=CC1Cl)N1C(CSCC1)=O (4-(3,4-Dichloro-phenyl)-thiomorpholin-3-one). Run at temperature 35 celsius, time 17.5 minute. As a reaction SMILES: Cl.[Cl:2][C:3]1[CH:4]=[C:5]([NH:10][CH2:11][CH2:12][SH:13])[CH:6]=[CH:7][C:8]=1[Cl:9].[OH-].[K+].Br[CH2:17][C:18]([OH:20])=O.C(OC(=O)C)(=O)C>>[Cl:2][C:3]1[CH:4]=[C:5]([N:10]2[CH2:11][CH2:12][S:13][CH2:17][C:18]2=[O:20])[CH:6]=[CH:7][C:8]=1[Cl:9] |f:0.1,2.3|. Starting materials: C1CCOC1, COC(=O)C(NS(=O)(=O)c1ccc(-c2ccc(NC(=O)c3oc4ccc(Br)c(OC)c4c3C)cc2)cc1)C(C)C, [Li+], [OH-]. The product is COc1c(Br)ccc2oc(C(=O)Nc3ccc(-c4ccc(S(=O)(=O)NC(C(=O)O)C(C)C)cc4)cc3)c(C)c12. RXN SMILES: [CH2:43]1[O:44][CH2:45][CH2:46][CH2:47]1.[CH3:1][O:2][C:3]([CH:4]([CH:5]([CH3:6])[CH3:7])[NH:8][S:9](=[O:10])(=[O:11])[c:12]1[cH:13][cH:14][c:15](-[c:18]2[cH:19][cH:20][c:21]([NH:24][C:25](=[O:26])[c:27]3[o:28][c:29]4[c:30]([c:31]3[CH3:32])[c:33]([O:38][CH3:39])[c:34]([Br:37])[cH:35][cH:36]4)[cH:22][cH:23]2)[cH:16][cH:17]1)=[O:40].[Li+:42].[OH-:41]>>[O:2]=[C:3]([CH:4]([CH:5]([CH3:6])[CH3:7])[NH:8][S:9](=[O:10])(=[O:11])[c:12]1[cH:13][cH:14][c:15](-[c:18]2[cH:19][cH:20][c:21]([NH:24][C:25](=[O:26])[c:27]3[o:28][c:29]4[c:30]([c:31]3[CH3:32])[c:33]([O:38][CH3:39])[c:34]([Br:37])[cH:35][cH:36]4)[cH:22][cH:23]2)[cH:16][cH:17]1)[OH:40]. Starting materials: ClC1=CC=NC2=CC=C(C=C12)OC (4-chloro-6-methoxyquinoline), Br (hydrobromic acid), [OH-].[Na+] (sodium hydroxide). The solvent is O (water). Product: ClC1=CC=NC2=CC=C(C=C12)O (4-chloroquinolin-6-ol). Isolated yield 56.3%. Reaction SMILES: [Cl:1][C:2]1[C:11]2[C:6](=[CH:7][CH:8]=[C:9]([O:12]C)[CH:10]=2)[N:5]=[CH:4][CH:3]=1.Br.[OH-].[Na+]>O>[Cl:1][C:2]1[C:11]2[C:6](=[CH:7][CH:8]=[C:9]([OH:12])[CH:10]=2)[N:5]=[CH:4][CH:3]=1 |f:2.3|. Procedure: A solution of 4.99 g (18.1 mmol) of 4-chloro-6-methoxyquinoline and 50 mL of 48% hydrobromic acid is heated under reflux for seven hours. Upon cooling to room temperature, the reaction solution afforded a dark solid that was then slurried in water. The aqueous mixture was adjusted to pH 10 by the addition of 4N sodium hydroxide. The resulting solid was filtered, washed with water and air-dried to give 1.83 g (56%) of 4-chloroquinolin-6-ol: m.p. 223° C. The reactants are CCOC(C)=O, CC(C)=O, [Na+], COc1ccc(C2OCCO2)c2c1N(Cc1ccc(N(C)c3ccccc3)nc1)C(=O)CC2, O, O=C([O-])O, Cc1ccc(S(=O)(=O)[O-])cc1, c1cc[nH+]cc1. Product: COc1ccc(C=O)c2c1N(Cc1ccc(N(C)c3ccccc3)nc1)C(=O)CC2. RXN SMILES: [CH3:56][CH2:57][O:58][C:59](=[O:60])[CH3:61].[CH3:62][C:63](=[O:64])[CH3:65].[Na+:51].[O:18]1[CH:19]([c:23]2[c:24]3[c:29]([c:30]([O:33][CH3:34])[cH:31][cH:32]2)[N:28]([CH2:35][c:36]2[cH:37][n:38][c:39]([N:42]([c:43]4[cH:44][cH:45][cH:46][cH:47][cH:48]4)[CH3:49])[cH:40][cH:41]2)[C:27](=[O:50])[CH2:26][CH2:25]3)[O:22][CH2:21][CH2:20]1.[OH2:66].[OH:52][C:53](=[O:54])[O-:55].[c:1]1([CH3:2])[cH:3][cH:4][c:5]([S:6]([O-:7])(=[O:8])=[O:9])[cH:10][cH:11]1.[nH+:12]1[cH:13][cH:14][cH:15][cH:16][cH:17]1>>[O:18]=[CH:19][c:23]1[c:24]2[c:29]([c:30]([O:33][CH3:34])[cH:31][cH:32]1)[N:28]([CH2:35][c:36]1[cH:37][n:38][c:39]([N:42]([c:43]3[cH:44][cH:45][cH:46][cH:47][cH:48]3)[CH3:49])[cH:40][cH:41]1)[C:27](=[O:50])[CH2:26][CH2:25]2. The reactants are FC(=C(F)F)OC1=CC=C(C=C1)OC (4-trifluoroethenyloxyanisole), C[Si](Cl)(C)C (trimethylchlorosilane), [I-].[Na+] (sodium iodide). Solvent: C(C)#N (acetonitrile). Product: FC(=C(F)F)OC1=CC=C(C=C1)O (4-trifluoroethenyloxyphenol). RXN SMILES: [F:1][C:2]([O:6][C:7]1[CH:12]=[CH:11][C:10]([O:13]C)=[CH:9][CH:8]=1)=[C:3]([F:5])[F:4].C[Si](C)(C)Cl.[I-].[Na+]>C(#N)C>[F:1][C:2]([O:6][C:7]1[CH:12]=[CH:11][C:10]([OH:13])=[CH:9][CH:8]=1)=[C:3]([F:5])[F:4] |f:2.3|. Procedure: A sample of 4-trifluoroethenyloxyanisole prepared as in Example 2 is treated with two equivalents of trimethylchlorosilane and sodium iodide in refluxing acetonitrile to give 4-trifluoroethenyloxyphenol. The product is extracted with ether, washed with sodium thiosulfate solution to remove iodine, and then concentrated by rotary evaporation.